describe an organic reaction: reactants, conditions, products, and yield From a dataset of the Open Reaction Database (ORD), a public repository of structured organic reaction records. Starting materials: CC(C)(C)NS(=O)(=O)c1ccsc1C1=CC(=O)CCC1, O=C(O)C(F)(F)F. The product is NS(=O)(=O)c1ccsc1C1=CC(=O)CCC1. As a reaction SMILES: [CH3:1][C:2]([CH3:3])([CH3:4])[NH:5][S:6](=[O:7])(=[O:8])[c:9]1[c:10]([C:14]2=[CH:15][C:16](=[O:20])[CH2:17][CH2:18][CH2:19]2)[s:11][cH:12][cH:13]1.[OH:21][C:22]([C:23]([F:24])([F:25])[F:26])=[O:27]>>[NH2:5][S:6](=[O:7])(=[O:8])[c:9]1[c:10]([C:14]2=[CH:15][C:16](=[O:20])[CH2:17][CH2:18][CH2:19]2)[s:11][cH:12][cH:13]1. The reactants are C1CCOC1, CCOC(C)=O, Cl, [Li+], COC(=O)c1cccc(-c2cnc(C(=O)CCc3ccc(COc4ccccc4)cc3)o2)n1, [OH-], O. The product is O=C(O)c1cccc(-c2cnc(C(=O)CCc3ccc(COc4ccccc4)cc3)o2)n1. RXN SMILES: [CH2:37]1[O:38][CH2:39][CH2:40][CH2:41]1.[CH3:43][CH2:44][O:45][C:46]([CH3:47])=[O:48].[ClH:36].[Li+:35].[O:1]([c:2]1[cH:3][cH:4][cH:5][cH:6][cH:7]1)[CH2:8][c:9]1[cH:10][cH:11][c:12]([CH2:15][CH2:16][C:17](=[O:18])[c:19]2[o:20][c:21](-[c:24]3[cH:25][cH:26][cH:27][c:28]([C:30](=[O:31])[O:32][CH3:33])[n:29]3)[cH:22][n:23]2)[cH:13][cH:14]1.[OH-:34].[OH2:42]>>[O:1]([c:2]1[cH:3][cH:4][cH:5][cH:6][cH:7]1)[CH2:8][c:9]1[cH:10][cH:11][c:12]([CH2:15][CH2:16][C:17](=[O:18])[c:19]2[o:20][c:21](-[c:24]3[cH:25][cH:26][cH:27][c:28]([C:30](=[O:31])[OH:32])[n:29]3)[cH:22][n:23]2)[cH:13][cH:14]1. Run at time 8 hour. Reaction SMILES: Br[CH2:2][CH2:3][CH2:4][O:5][Si:6]([C:9]([CH3:12])([CH3:11])[CH3:10])([CH3:8])[CH3:7].[CH3:13][NH2:14].CO>CO>[Si:6]([O:5][CH2:4][CH2:3][CH2:2][NH:14][CH3:13])([C:9]([CH3:12])([CH3:11])[CH3:10])([CH3:8])[CH3:7] |f:1.2|. Reported procedure: (3-Bromopropoxy)(tert-butyl)dimethylsilane (1.65 g, 6.52 mmol) was dissolved in methanol (13 mL), and the mixture was added to a 40% methyl amine-methanol solution (13.3 mL, 130.0 mmol) under ice cooling, and the mixture was stirred overnight at room temperature. The solvent was evaporated under reduced pressure, and the resulting residue was purified by silica gel column chromatography (ethyl acetate:methanol=10:1→methylene chloride:methanol=10:1, v/v) to give the title compound (864 mg; yield,... Starting materials: BrCCCO[Si](C)(C)C(C)(C)C ((3-Bromopropoxy)(tert-butyl)dimethylsilane), CN.CO (methyl amine methanol). The solvent is CO (methanol). Yields the product [Si](C)(C)(C(C)(C)C)OCCCNC (3-{[tert-Butyl(dimethyl)silyl]oxy}-N-methylpropan-1-amine). The yield is 65.2%. Starting materials: O=C1c2ccccc2C(=O)N1CCCBr, O=C([O-])[O-], CC#N, NCCc1ccc(Cl)cc1, [K+], [K+]. The product is O=C1c2ccccc2C(=O)N1CCCNCCc1ccc(Cl)cc1. RXN SMILES: [Br:17][CH2:18][CH2:19][CH2:20][N:21]1[C:22](=[O:31])[c:23]2[c:24]([cH:27][cH:28][cH:29][cH:30]2)[C:25]1=[O:26].[C:11](=[O:12])([O-:13])[O-:14].[CH3:32][C:33]#[N:34].[Cl:1][c:2]1[cH:3][cH:4][c:5]([CH2:8][CH2:9][NH2:10])[cH:6][cH:7]1.[K+:15].[K+:16]>>[Cl:1][c:2]1[cH:3][cH:4][c:5]([CH2:8][CH2:9][NH:10][CH2:18][CH2:19][CH2:20][N:21]2[C:22](=[O:31])[c:23]3[c:24]([cH:27][cH:28][cH:29][cH:30]3)[C:25]2=[O:26])[cH:6][cH:7]1. Starting materials: NC=1C=CC(=C(C(=O)O)C1)[N+](=O)[O-] (5-amino-2-nitro benzoic acid), C=O (formaldehyde), C(#N)[BH3-].[Na+] (Sodium cyanoborohydride), CO (Methanol). Solvent: C(C)#N (acetonitrile). Reaction conditions: time 16 hour. The product is CN(C=1C=CC(=C(C(=O)O)C1)[N+](=O)[O-])C (5-dimethylamino-2-nitro-benzoic acid). The yield is 156.3%. RXN SMILES: [C:1]([BH3-])#[N:2].[Na+].N[C:6]1[CH:7]=[CH:8][C:9]([N+:15]([O-:17])=[O:16])=[C:10]([CH:14]=1)[C:11]([OH:13])=[O:12].[CH2:18]=O.CO>C(#N)C>[CH3:18][N:2]([CH3:1])[C:6]1[CH:7]=[CH:8][C:9]([N+:15]([O-:17])=[O:16])=[C:10]([CH:14]=1)[C:11]([OH:13])=[O:12] |f:0.1|. Procedure: Sodium cyanoborohydride (690 mg, 10.99 mmol) was added portion wise to a mixture of 5-amino-2-nitro benzoic acid (500 mg, 2.74 mmol) and formaldehyde (40% aqueous, 2.5 mL, 83.33 mmol) in acetonitrile (10 mL) and the mixture was stirred for 16 hr. Methanol (10 mL) was added and the reaction mixture was evaporated in vacuo to afford 5-dimethylamino-2-nitro-benzoic acid (900 mg, 89%) as brownish yellow solid. Starting materials: CCC(C)CC1(C#N)CCC(c2ccc(-c3ccc(O)cc3)cc2)CC1, CN1CCCC1=O, CN(C)c1ccncc1, C(=NC1CCCCC1)=NC1CCCCC1, CC(C)C(Cl)C(=O)O, ClCCl. Yields the product CCC(C)CC1(C#N)CCC(c2ccc(-c3ccc(OC(=O)C(Cl)C(C)C)cc3)cc2)CC1. RXN SMILES: [C:1](#[N:2])[C:3]1([CH2:22][CH:23]([CH2:24][CH3:25])[CH3:26])[CH2:4][CH2:5][CH:6]([c:9]2[cH:10][cH:11][c:12](-[c:15]3[cH:16][cH:17][c:18]([OH:21])[cH:19][cH:20]3)[cH:13][cH:14]2)[CH2:7][CH2:8]1.[CH3:50][N:51]1[CH2:52][CH2:53][CH2:54][C:55]1=[O:56].[CH3:57][N:58]([c:59]1[cH:60][cH:61][n:62][cH:63][cH:64]1)[CH3:65].[CH:35]1([N:36]=[C:37]=[N:38][CH:39]2[CH2:40][CH2:41][CH2:42][CH2:43][CH2:44]2)[CH2:45][CH2:46][CH2:47][CH2:48][CH2:49]1.[Cl:27][CH:28]([C:29](=[O:30])[OH:31])[CH:32]([CH3:33])[CH3:34].[Cl:66][CH2:67][Cl:68]>>[C:1](#[N:2])[C:3]1([CH2:22][CH:23]([CH2:24][CH3:25])[CH3:26])[CH2:4][CH2:5][CH:6]([c:9]2[cH:10][cH:11][c:12](-[c:15]3[cH:16][cH:17][c:18]([O:21][C:29]([CH:28]([Cl:27])[CH:32]([CH3:33])[CH3:34])=[O:30])[cH:19][cH:20]3)[cH:13][cH:14]2)[CH2:7][CH2:8]1.